From a dataset of the Open Reaction Database (ORD), a public repository of structured organic reaction records. describe an organic reaction: reactants, conditions, products, and yield Reactants: ClC=1C(=C2C(CC(C(C2=CC1)NC1=C2C=NNC2=CC=C1)(O)C(F)(F)F)(C)C)OC (6-chloro-1-[(1H-indazol-4-yl)amino]-5-methoxy-4,4-dimethyl-2-(trifluoromethyl)-1,2,3,4-tetrahydronaphthalen-2-ol), one-molar solution, B(Br)(Br)Br (BBr3). Run in ClCCl (dichloromethane). Run at time 5 hour. The product is ClC1=C(C=2C(CC(C(C2C=C1)NC1=C2C=NNC2=CC=C1)(O)C(F)(F)F)(C)C)O (6-Chloro-1-[(1H-indazol-4-yl)amino]-4,4-dimethyl-2-(trifluoromethyl)-1,2,3,4-tetrahydronaphthalene-2,5-diol). The yield is 41.5%. As a reaction SMILES: [Cl:1][C:2]1[C:3]([O:29]C)=[C:4]2[C:9](=[CH:10][CH:11]=1)[CH:8]([NH:12][C:13]1[CH:21]=[CH:20][CH:19]=[C:18]3[C:14]=1[CH:15]=[N:16][NH:17]3)[C:7]([C:23]([F:26])([F:25])[F:24])([OH:22])[CH2:6][C:5]2([CH3:28])[CH3:27].B(Br)(Br)Br>ClCCl>[Cl:1][C:2]1[CH:11]=[CH:10][C:9]2[CH:8]([NH:12][C:13]3[CH:21]=[CH:20][CH:19]=[C:18]4[C:14]=3[CH:15]=[N:16][NH:17]4)[C:7]([C:23]([F:25])([F:26])[F:24])([OH:22])[CH2:6][C:5]([CH3:27])([CH3:28])[C:4]=2[C:3]=1[OH:29]. Procedure details: 69.9 mg (0.159 mmol) of 6-chloro-1-[(1H-indazol-4-yl)amino]-5-methoxy-4,4-dimethyl-2-(trifluoromethyl)-1,2,3,4-tetrahydronaphthalen-2-ol is mixed with 1.45 ml of a one-molar solution of BBr3 in dichloromethane, and it is stirred for five hours at room temperature. After the usual working-up, the residue is chromatographed on a Flashmaster. 28.1 mg (41.5%) of the desired compound is isolated. Reactants: COC(=O)C1=CC=CC2=C(C(=CC=C12)OC)I (5-iodo-6-methoxy-1-naphthalenecarboxylic acid methyl ester), FC(F)(F)I (trifluoromethyl iodide), N1=CC=CC=C1 (pyridine), stainless steel, II. Reagents/catalysts: [Cu] (copper). Run in C(C)OCC.C(C)(=O)OCC (diethyl ether ethyl acetate). Reaction conditions: temperature 120 celsius. Yields the product COC(=O)C1=CC=CC2=C(C(=CC=C12)OC)C(F)(F)F (5-(trifluoromethyl)-6-methoxy-1-naphthalenecarboxylic acid methyl ester). The yield is 75.1%. Reaction SMILES: [CH3:1][O:2][C:3]([C:5]1[C:14]2[C:9](=[C:10](I)[C:11]([O:15][CH3:16])=[CH:12][CH:13]=2)[CH:8]=[CH:7][CH:6]=1)=[O:4].[F:18][C:19](I)([F:21])[F:20].N1C=CC=CC=1>C(OCC)C.C(OCC)(=O)C.[Cu]>[CH3:1][O:2][C:3]([C:5]1[C:14]2[C:9](=[C:10]([C:19]([F:21])([F:20])[F:18])[C:11]([O:15][CH3:16])=[CH:12][CH:13]=2)[CH:8]=[CH:7][CH:6]=1)=[O:4] |f:3.4|. Reported procedure: A mixture of 5-iodo-6-methoxy-1-naphthalenecarboxylic acid methyl ester (10.26 g, 30 mmoles, described in Example 1f), trifluoromethyl iodide (12 g, 61.2 mmoles), freshly prepared copper powder (5.7 g, prepared according to the procedure of R. Q. Brewster and T. Groening, "Organic Syntheses", Coll. Vol. II, John Wiley and Sons, New York, N.Y., U.S.A., 1948, p. 445) and pyridine (45 ml) was charged into a stainless steel autoclave. The vessel was shaken and heated at 120° C. for 20 hr and cooled ...